This data is from the Open Reaction Database (ORD), a public repository of structured organic reaction records. The task is: describe an organic reaction: reactants, conditions, products, and yield Product: C(C)(C)(C)OC(=O)N1[C@@H](CCC1)C(CCCOCC1=CC=CC=C1)O ((S)-1-(tert-Butoxycarbonyl)-2-[1-hydroxy-4-(phenylmethyloxy)butyl]pyrrolidine). Conditions: time 15 minute. As a reaction SMILES: [C:1]([O:5][C:6]([N:8]1[CH2:14][CH2:13][CH2:12][C@H:9]1[CH:10]=[O:11])=[O:7])([CH3:4])([CH3:3])[CH3:2].[C:15]1([CH2:21][O:22][CH2:23][CH2:24][CH2:25][Mg]Cl)[CH:20]=[CH:19][CH:18]=[CH:17][CH:16]=1.ClCCCOCC1C=CC=CC=1.[Cl-].[NH4+]>O.C1COCC1>[C:1]([O:5][C:6]([N:8]1[CH2:14][CH2:13][CH2:12][C@H:9]1[CH:10]([OH:11])[CH2:25][CH2:24][CH2:23][O:22][CH2:21][C:15]1[CH:20]=[CH:19][CH:18]=[CH:17][CH:16]=1)=[O:7])([CH3:4])([CH3:2])[CH3:3] |f:3.4|. The solvent is C1CCOC1 (THF), C1CCOC1 (THF), O (water). Starting materials: [Cl-].[NH4+] (ammonium chloride), C(C)(C)(C)OC(=O)N1[C@H](C=O)CCC1 (N-(tert-butoxycarbonyl)-L-prolinal), C1(=CC=CC=C1)COCCC[Mg]Cl (3-(phenylmethyloxy)propyl magnesium chloride), ClCCCOCC1=CC=CC=C1 (1-chloro- 3-(phenylmethyloxy)propane). Reported procedure: A THF solution (20 ml) of N-(tert-butoxycarbonyl)-L-prolinal (4.50 g) was dropwise added to a THF solution (30 ml) of 3-(phenylmethyloxy)propyl magnesium chloride prepared from 1-chloro- 3-(phenylmethyloxy)propane (5.00 g), at -78° C. After stirring for 15 minutes, saturated ammonium chloride (10 ml) was added, and the reaction mixture was allowed to reach room temperature. The reaction mixture was poured into water and extracted with ethyl acetate. The organic layer was washed with 10% citric a... Reaction SMILES: [CH2:1]([O:3][C:4](=[O:38])[C:5]([CH3:37])([O:7][C:8]1[CH:13]=[CH:12][C:11]([O:14][CH2:15][CH2:16][C:17]2[N:18]=[C:19]([C:23]3[CH:28]=[CH:27][C:26]([C:29]#[C:30]C4C=CC=CC=4)=[CH:25][CH:24]=3)[O:20][C:21]=2[CH3:22])=[CH:10][CH:9]=1)[CH3:6])[CH3:2]>CCOC(C)=O>[CH2:1]([O:3][C:4](=[O:38])[C:5]([O:7][C:8]1[CH:9]=[CH:10][C:11]([O:14][CH2:15][CH2:16][C:17]2[N:18]=[C:19]([C:23]3[CH:28]=[CH:27][C:26]([C:29]#[CH:30])=[CH:25][CH:24]=3)[O:20][C:21]=2[CH3:22])=[CH:12][CH:13]=1)([CH3:6])[CH3:37])[CH3:2]. Run in hexanes, CCOC(=O)C (EtOAc). Starting materials: C(C)OC(C(C)(OC1=CC=C(C=C1)OCCC=1N=C(OC1C)C1=CC=C(C=C1)C#CC1=CC=CC=C1)C)=O (2-Methyl-2-(4-{2-[5-methyl-2-(4-phenylethynylphenyl)-oxazol-4-yl]ethoxy}-phenoxy)propionic acid ethyl ester). Procedure: 2-Methyl-2-(4-{2-[5-methyl-2-(4-phenylethynylphenyl)-oxazol-4-yl]ethoxy}-phenoxy)propionic acid ethyl ester Rf=0.38 in 1:4 EtOAc:hexanes; 1H NMR (400 MHz, CDCl3) δ 7.93 (d, 2H), 7.56 (d, 2H) 7.48, (m, 2H), 7.33-7.32 (m, 3H) 6.81-6.74 (m, 4H), 4.21-4.15 (m, 4H), 2.93 (t, 2H), 2.34 (s, 3H), 1.53 (s, 6H), 1.24 (t, 3H); MS (EI) 532.2 (M+Na)+, 510.2 (M+H)+. Yields the product C(C)OC(C(C)(C)OC1=CC=C(C=C1)OCCC=1N=C(OC1C)C1=CC=C(C=C1)C#C)=O (2-(4-{2-[2-(4-Ethynylphenyl)-5-methyloxazol-4-yl]ethoxy}phenoxy)-2-methylpropionic acid ethyl ester). Reactants: [H][H] (hydrogen), 64, C1(CCCC2CCCCC12)=O (octahydro-1(2H)-naphthalenone), Cl.CNCC(=O)O (methyl glycine hydrochloride), S1C=CC=C1 (thiophene), C(C)(=O)[O-].[K+] (potassium acetate). Reagents/catalysts: [Pd] (palladium-on-charcoal). The solvent is CO (methanol), CO (methanol). The product is CN(CC(=O)O)C1CCCC2CCCCC12 (methyl N-(decahydro-1-naphthalenyl)glycine), intermediate 1. Yield: 91.1%. Reaction SMILES: [C:1]1(=O)[CH:10]2[CH:5]([CH2:6][CH2:7][CH2:8][CH2:9]2)[CH2:4][CH2:3][CH2:2]1.Cl.[CH3:13][NH:14][CH2:15][C:16]([OH:18])=[O:17].S1C=CC=C1.C([O-])(=O)C.[K+].[H][H]>CO.[Pd]>[CH3:13][N:14]([CH:1]1[CH:10]2[CH:5]([CH2:6][CH2:7][CH2:8][CH2:9]2)[CH2:4][CH2:3][CH2:2]1)[CH2:15][C:16]([OH:18])=[O:17] |f:1.2,4.5|. Procedure: A mixture of 64 parts of octahydro-1(2H)-naphthalenone, 50 parts of methyl glycine hydrochloride, 2 parts of a solution of thiophene in methanol 4%, 560 parts of methanol and 50 parts of potassium acetate was hydrogenated at normal pressure and at room temperature with 5 parts of palladium-on-charcoal catalyst 10%. After the calculated amount of hydrogen was taken up, the catalyst was filtered off and the filtrate was evaporated. The residue was taken up in a mixture of water and trichloromethan... The reactants are ice water, COC1=CC=C2CCC(C2=C1)=O (6-methoxy-1-indanone), [N+](=O)([O-])[O-].[K+] (potassium nitrate). The solvent is S(O)(O)(=O)=O (sulfuric acid), S(O)(O)(=O)=O (sulfuric acid). Reaction conditions: time 20 minute. Product: COC1=CC=C2CCC(C2=C1[N+](=O)[O-])=O (6-methoxy-7-nitro-1-indanone). Isolated yield 56.6%. RXN SMILES: [CH3:1][O:2][C:3]1[CH:11]=[C:10]2[C:6]([CH2:7][CH2:8][C:9]2=[O:12])=[CH:5][CH:4]=1.[N+:13]([O-])([O-:15])=[O:14].[K+]>S(=O)(=O)(O)O>[CH3:1][O:2][C:3]1[C:11]([N+:13]([O-:15])=[O:14])=[C:10]2[C:6]([CH2:7][CH2:8][C:9]2=[O:12])=[CH:5][CH:4]=1 |f:1.2|. Procedure: To a solution of 6-methoxy-1-indanone (30.0 g, 185 mmol.) in conc. sulfuric acid (130 mL) was added a solution of potassium nitrate (24.3 g, 0.24 mol.) in conc. sulfuric acid (100 mL), while maintaining the inner temperature below 0° C. The mixture was stirred for 20 minutes at the same temperature, which was then poured into ice-water, followed by extraction with ethyl acetate. The extract solution was washed with water and an aqueous solution of sodium hydrogencarbonate, which was then dried o... Product: NNc1nccc2nc(-c3ccc(CN4CCC(c5nnc[nH]5)CC4)cc3)c(-c3ccccc3)cc12. The reactants are C1COCCO1, Clc1nccc2nc(-c3ccc(CN4CCC(c5nnc[nH]5)CC4)cc3)c(-c3ccccc3)cc12, NN. As a reaction SMILES: [CH2:38]1[O:39][CH2:40][CH2:41][O:42][CH2:43]1.[Cl:1][c:2]1[c:3]2[cH:4][c:5](-[c:30]3[cH:31][cH:32][cH:33][cH:34][cH:35]3)[c:6](-[c:12]3[cH:13][cH:14][c:15]([CH2:18][N:19]4[CH2:20][CH2:21][CH:22]([c:25]5[n:26][n:27][cH:28][nH:29]5)[CH2:23][CH2:24]4)[cH:16][cH:17]3)[n:7][c:8]2[cH:9][cH:10][n:11]1.[NH2:36][NH2:37]>>[c:2]1([NH:36][NH2:37])[c:3]2[cH:4][c:5](-[c:30]3[cH:31][cH:32][cH:33][cH:34][cH:35]3)[c:6](-[c:12]3[cH:13][cH:14][c:15]([CH2:18][N:19]4[CH2:20][CH2:21][CH:22]([c:25]5[n:26][n:27][cH:28][nH:29]5)[CH2:23][CH2:24]4)[cH:16][cH:17]3)[n:7][c:8]2[cH:9][cH:10][n:11]1. Starting materials: CCO, [Na+], [OH-], O=S(=O)(c1ccccc1)n1cc(-c2cn[nH]c2)c2cc(Sc3ccccc3)cnc21. Yields the product c1ccc(Sc2cnc3[nH]cc(-c4cn[nH]c4)c3c2)cc1. RXN SMILES: [CH3:33][CH2:34][OH:35].[Na+:32].[OH-:31].[c:1]1([S:2](=[O:3])(=[O:4])[n:10]2[cH:11][c:12](-[c:26]3[cH:27][n:28][nH:29][cH:30]3)[c:13]3[c:14]2[n:15][cH:16][c:17]([S:19][c:20]2[cH:21][cH:22][cH:23][cH:24][cH:25]2)[cH:18]3)[cH:5][cH:6][cH:7][cH:8][cH:9]1>>[nH:10]1[cH:11][c:12](-[c:26]2[cH:27][nH:28][n:29][cH:30]2)[c:13]2[c:14]1[n:15][cH:16][c:17]([S:19][c:20]1[cH:21][cH:22][cH:23][cH:24][cH:25]1)[cH:18]2. Reactants: ClC=1C=C2C3=CC(=CC=C3S(NC2=C2N=CC=CC12)(=O)=O)F (12-Chloro-9-fluoro-5H-6-thia-4,5-diaza-chrysene 6,6-dioxide), CN(CCO)C (N,N-dimethyl ethanolamine), [H-].[Na+] (NaH). The solvent is CN1CCCC1=O (NMP). The product is ClC=1C=C2C3=CC(=CC=C3S(NC2=C2N=CC=CC12)(=O)=O)OCCN(C)C ([2-(12-Chloro-6,6-dioxo-5,6-dihydro-6λ*6*-thia-4,5-diaza-chrysen-9-yloxy)-ethyl]-dimethyl-amine). Yield: 12.6%. RXN SMILES: [Cl:1][C:2]1[CH:3]=[C:4]2[C:13](=[C:14]3[C:19]=1[CH:18]=[CH:17][CH:16]=[N:15]3)[NH:12][S:11](=[O:21])(=[O:20])[C:10]1[C:5]2=[CH:6][C:7](F)=[CH:8][CH:9]=1.[CH3:23][N:24]([CH3:28])[CH2:25][CH2:26][OH:27].[H-].[Na+]>CN1C(=O)CCC1>[Cl:1][C:2]1[CH:3]=[C:4]2[C:13](=[C:14]3[C:19]=1[CH:18]=[CH:17][CH:16]=[N:15]3)[NH:12][S:11](=[O:21])(=[O:20])[C:10]1[C:5]2=[CH:6][C:7]([O:27][CH2:26][CH2:25][N:24]([CH3:28])[CH3:23])=[CH:8][CH:9]=1 |f:2.3|. Reported procedure: In a similar fashion using route 51 general procedure 119, 12-chloro-9-fluoro-5H-6-thia-4,5-diaza-chrysene 6,6-dioxide 503 (200 mg, 0.59 mmol), N,N-dimethyl ethanolamine (210 mg, 2.3 mmol), NaH (60% in mineral oil; 71 mg, 1.79 mmol) and NMP (2 ml) gave the title compound (30 mg, 13%) after purification by column chromatography with DCM/MeOH (98:2) elution. Starting materials: COC(=O)c1ccccc1-c1ccc(CN)cc1, CC(=O)[O-], Clc1nc(Cl)c2ccccc2n1, [Na+], C1CCOC1. Product: COC(=O)c1ccccc1-c1ccc(CNc2nc(Cl)nc3ccccc23)cc1. As a reaction SMILES: [CH3:18][O:19][C:20](=[O:21])[c:22]1[c:23](-[c:28]2[cH:29][cH:30][c:31]([CH2:34][NH2:35])[cH:32][cH:33]2)[cH:24][cH:25][cH:26][cH:27]1.[CH3:2][C:3](=[O:4])[O-:5].[Cl:6][c:7]1[n:8][c:9]2[cH:10][cH:11][cH:12][cH:13][c:14]2[c:15]([Cl:17])[n:16]1.[Na+:1].[O:36]1[CH2:37][CH2:38][CH2:39][CH2:40]1>>[Cl:6][c:7]1[n:8][c:9]2[cH:10][cH:11][cH:12][cH:13][c:14]2[c:15]([NH:35][CH2:34][c:31]2[cH:30][cH:29][c:28](-[c:23]3[c:22]([C:20]([O:19][CH3:18])=[O:21])[cH:27][cH:26][cH:25][cH:24]3)[cH:33][cH:32]2)[n:16]1. Starting materials: N1=CC=CC=C1 (pyridine), Cl.Cl.N1C=NC(=C1)C=1C=NC=CC1 (3-(1H-imidazol-4-yl)pyridine dihydrochloride), C1(CCCCC1)N(C(=O)Cl)C (cyclohexyl(methyl)carbamic chloride), CC(C)(C)[O-].[K+] (potassium 2-methylpropan-2-olate). Reagents/catalysts: CN(C1=CC=NC=C1)C (N,N-dimethylpyridin-4-amine). The solvent is O (water), O1CCCC1 (tetrahydrofuran), CN(C)C=O (DMF). The product is C1(CCCCC1)N(C(=O)N1C=NC(=C1)C=1C=NC=CC1)C (N-cyclohexyl-N-methyl-4-(pyridin-3-yl)-1H-imidazole-1-carboxamide). As a reaction SMILES: Cl.Cl.[NH:3]1[CH:7]=[C:6]([C:8]2[CH:9]=[N:10][CH:11]=[CH:12][CH:13]=2)[N:5]=[CH:4]1.CC([O-])(C)C.[K+].N1C=CC=CC=1.[CH:26]1([N:32]([CH3:36])[C:33](Cl)=[O:34])[CH2:31][CH2:30][CH2:29][CH2:28][CH2:27]1>O1CCCC1.CN(C=O)C.CN(C)C1C=CN=CC=1.O>[CH:26]1([N:32]([CH3:36])[C:33]([N:3]2[CH:7]=[C:6]([C:8]3[CH:9]=[N:10][CH:11]=[CH:12][CH:13]=3)[N:5]=[CH:4]2)=[O:34])[CH2:31][CH2:30][CH2:29][CH2:28][CH2:27]1 |f:0.1.2,3.4|. Reported procedure: To a stirred suspension of 3-(1H-imidazol-4-yl)pyridine dihydrochloride (1.745 g, 8 mmol) in a mixture of tetrahydrofuran (29 mL) and DMF (2.90 mL) was added potassium 2-methylpropan-2-olate (1.795 g, 16.0 mmol) and the mixture was refluxed for 30 minutes. The resulting brown suspension was cooled to room temperature and treated with pyridine (0.979 mL, 12 mmol) and N,N-dimethylpyridin-4-amine (0.098 g, 0.8 mmol), followed by the addition of cyclohexyl(methyl)carbamic chloride (1.476 g, 8.4 mmol... Reactants: C1(CC1)N(C(=O)C1=CC=2C(=NC(=C3C2N(C=N3)C)NC(=S)N)N1CC)C1CC1 (N,N-dicyclopropyl-6-ethyl-1-methyl-4-thioureido-1,6-dihydroimidazo[4,5-d]pyrrolo[2,3-b]pyridine-7-carboxamide), ClCC(C)=O (chloroacetone). Solvent: CCO (EtOH). Yields the product C1(CC1)N(C(=O)C1=CC=2C(=NC(=C3C2N(C=N3)C)NC=3SC=C(N3)C)N1CC)C1CC1 (N,N-dicyclopropyl-6-ethyl-1-methyl-4-(4-methylthiazol-2-ylamino)-1,6-dihydroimidazo[4,5-d]pyrrolo[2,3-b]pyridine-7-carboxamide). The yield is 20.7%. As a reaction SMILES: [CH:1]1([N:4]([CH:26]2[CH2:28][CH2:27]2)[C:5]([C:7]2[N:23]([CH2:24][CH3:25])[C:10]3=[N:11][C:12]([NH:19][C:20]([NH2:22])=[S:21])=[C:13]4[N:17]=[CH:16][N:15]([CH3:18])[C:14]4=[C:9]3[CH:8]=2)=[O:6])[CH2:3][CH2:2]1.Cl[CH2:30][C:31](=O)[CH3:32]>CCO>[CH:26]1([N:4]([CH:1]2[CH2:2][CH2:3]2)[C:5]([C:7]2[N:23]([CH2:24][CH3:25])[C:10]3=[N:11][C:12]([NH:19][C:20]4[S:21][CH:30]=[C:31]([CH3:32])[N:22]=4)=[C:13]4[N:17]=[CH:16][N:15]([CH3:18])[C:14]4=[C:9]3[CH:8]=2)=[O:6])[CH2:27][CH2:28]1. Procedure details: N,N-dicyclopropyl-6-ethyl-1-methyl-4-thioureido-1,6-dihydroimidazo[4,5-d]pyrrolo[2,3-b]pyridine-7-carboxamide (example 2B, 40 mg, 0.10 mmol) and chloroacetone (62.4 mg, 0.40 mmol) in EtOH (2 ml) were heated at 80° C. for 20 min. The reaction was cooled to room temperature and the solvent removed in vacuo. Saturated NaHCO3 solution was added and the aqueous layer extracted (3×) with dichloromethane. The organic layers were combined, dried over Na2SO4, filtered, and concentrated. The crude materia...